Dataset: the Open Reaction Database (ORD), a public repository of structured organic reaction records. Task: describe an organic reaction: reactants, conditions, products, and yield Reactants: CCO, CC1CN(c2ccc([N+](=O)[O-])cc2)CC(C)N1. The product is CC1CN(c2ccc(N)cc2)CC(C)N1. RXN SMILES: [CH3:18][CH2:19][OH:20].[CH3:1][CH:2]1[CH2:3][N:4]([c:9]2[cH:10][cH:11][c:12]([N+:15]([O-:16])=[O:17])[cH:13][cH:14]2)[CH2:5][CH:6]([CH3:8])[NH:7]1>>[CH3:1][CH:2]1[CH2:3][N:4]([c:9]2[cH:10][cH:11][c:12]([NH2:15])[cH:13][cH:14]2)[CH2:5][CH:6]([CH3:8])[NH:7]1.